From a dataset of the Open Reaction Database (ORD), a public repository of structured organic reaction records. describe an organic reaction: reactants, conditions, products, and yield The reactants are O=C(OC(=O)c1ccccc1)c1ccccc1, COC1CCC2C3CCC4CC(=O)CCC4(C)C3CCC12C, CC(=O)OC(C)=O, O=C(O)c1ccccc1. Product: COC1CCC2C3CCC4CC(=O)C(C(=O)c5ccccc5)CC4(C)C3CCC12C. As a reaction SMILES: [C:32]([O:33][C:34](=[O:35])[c:36]1[cH:37][cH:38][cH:39][cH:40][cH:41]1)(=[O:42])[c:43]1[cH:44][cH:45][cH:46][cH:47][cH:48]1.[CH3:1][O:2][CH:3]1[C:4]2([CH3:5])[CH:6]([CH2:7][CH2:8]1)[CH:9]1[CH2:10][CH2:11][CH:12]3[CH2:13][C:14](=[O:22])[CH2:15][CH2:16][C:17]3([CH3:18])[CH:19]1[CH2:20][CH2:21]2.[CH3:49][C:50]([O:51][C:52](=[O:53])[CH3:54])=[O:55].[OH:23][C:24](=[O:25])[c:26]1[cH:27][cH:28][cH:29][cH:30][cH:31]1>>[CH3:1][O:2][CH:3]1[C:4]2([CH3:5])[CH:6]([CH2:7][CH2:8]1)[CH:9]1[CH2:10][CH2:11][CH:12]3[CH2:13][C:14](=[O:22])[CH:15]([C:24](=[O:23])[c:26]4[cH:27][cH:28][cH:29][cH:30][cH:31]4)[CH2:16][C:17]3([CH3:18])[CH:19]1[CH2:20][CH2:21]2. Starting materials: O (water), ClC1=C(C=CC=C1Cl)SCC1=NOC(=N1)C (3-(2,3-dichloro-phenylthiomethyl)-5-methyl-1,2,4-oxadiazole), C(C)(=O)O (acetic acid), OO (hydrogen peroxide). Yields the product ClC1=C(C=CC=C1Cl)S(=O)(=O)CC1=NOC(=N1)C (3-(2,3-dichloro-phenylsulphonylmethyl)-5-methyl-1,2,4-oxadiazole). Yield: 38.9%. As a reaction SMILES: [Cl:1][C:2]1[C:7]([Cl:8])=[CH:6][CH:5]=[CH:4][C:3]=1[S:9][CH2:10][C:11]1[N:15]=[C:14]([CH3:16])[O:13][N:12]=1.C(O)(=[O:19])C.OO.[OH2:23]>>[Cl:1][C:2]1[C:7]([Cl:8])=[CH:6][CH:5]=[CH:4][C:3]=1[S:9]([CH2:10][C:11]1[N:15]=[C:14]([CH3:16])[O:13][N:12]=1)(=[O:19])=[O:23]. Procedure: 3.9 g (14.2 mmol) of 3-(2,3-dichloro-phenylthiomethyl)-5-methyl-1,2,4-oxadiazole are introduced into 50 ml of glacial acetic acid and the mixture is treated with 9.8 ml of 30% strength hydrogen peroxide. The mixture is stirred at reflux temperature until the reaction is complete (approximately 2 hours). The entire batch is then introduced into 200 ml of water, and the crude product which has precipitated is separated off and recrystallised from isopropanol. 1.7 g (38.9% of theory) of 3-(2,3-dich...